Dataset: the Open Reaction Database (ORD), a public repository of structured organic reaction records. Task: describe an organic reaction: reactants, conditions, products, and yield Starting materials: CC(C)(C)OC(=O)CBr, C1CCOC1, C[Si](C)(C)[N-][Si](C)(C)C, CN1CCCN(C)C1=O, CCOC(C)=O, [Li+], O=C(O)CCC(=O)c1ccc(OCc2ccccn2)cc1. Yields the product CC(C)(C)OC(=O)CCC(=O)c1ccc(OCc2ccccn2)cc1. Reaction SMILES: [Br:32][CH2:33][C:34]([O:35][C:37]([CH3:38])([CH3:39])[CH3:40])=[O:36].[CH2:41]1[O:42][CH2:43][CH2:44][CH2:45]1.[CH3:22][Si:23]([N-:24][Si:25]([CH3:26])([CH3:27])[CH3:28])([CH3:29])[CH3:30].[CH3:46][N:47]1[CH2:48][CH2:49][CH2:50][N:51]([CH3:52])[C:53]1=[O:54].[CH3:55][CH2:56][O:57][C:58]([CH3:59])=[O:60].[Li+:31].[n:1]1[c:2]([CH2:7][O:8][c:9]2[cH:10][cH:11][c:12]([C:15]([CH2:16][CH2:17][C:18](=[O:19])[OH:20])=[O:21])[cH:13][cH:14]2)[cH:3][cH:4][cH:5][cH:6]1>>[n:1]1[c:2]([CH2:7][O:8][c:9]2[cH:10][cH:11][c:12]([C:15]([CH2:16][CH2:17][C:18](=[O:19])[O:20][C:37]([CH3:38])([CH3:39])[CH3:40])=[O:21])[cH:13][cH:14]2)[cH:3][cH:4][cH:5][cH:6]1. Reactants: ClCCCl, COc1cc(N)ccc1OCCN1CCCC1, CCOC(C)=O, O=C(O)c1cc(-c2ccc(Cl)cc2)c[nH]1, [Na+], O=C([O-])O, CN(C)C=O, On1nnc2ccccc21. The product is COc1cc(NC(=O)c2cc(-c3ccc(Cl)cc3)c[nH]2)ccc1OCCN1CCCC1. As a reaction SMILES: [CH2:33]([Cl:34])[CH2:35][Cl:36].[CH3:1][O:2][c:3]1[cH:4][c:5]([NH2:17])[cH:6][cH:7][c:8]1[O:9][CH2:10][CH2:11][N:12]1[CH2:13][CH2:14][CH2:15][CH2:16]1.[CH3:57][CH2:58][O:59][C:60]([CH3:61])=[O:62].[Cl:18][c:19]1[cH:20][cH:21][c:22](-[c:25]2[cH:26][c:27]([C:30](=[O:31])[OH:32])[nH:28][cH:29]2)[cH:23][cH:24]1.[Na+:51].[O-:47][C:48]([OH:49])=[O:50].[O:52]=[CH:53][N:54]([CH3:55])[CH3:56].[OH:37][n:38]1[c:39]2[c:40]([cH:41][cH:42][cH:43][cH:44]2)[n:45][n:46]1>>[CH3:1][O:2][c:3]1[cH:4][c:5]([NH:17][C:30]([c:27]2[cH:26][c:25](-[c:22]3[cH:21][cH:20][c:19]([Cl:18])[cH:24][cH:23]3)[cH:29][nH:28]2)=[O:31])[cH:6][cH:7][c:8]1[O:9][CH2:10][CH2:11][N:12]1[CH2:13][CH2:14][CH2:15][CH2:16]1. RXN SMILES: [Br:1][c:2]1[cH:3][c:4]([O:10][CH3:11])[c:5]([O:8][CH3:9])[cH:6][cH:7]1.[CH2:18]([Li:19])[CH2:20][CH2:21][CH3:22].[CH3:12][CH2:13][CH2:14][CH2:15][CH2:16][CH3:17].[CH3:45][OH:46].[Cl:23][c:24]1[cH:25][cH:26][c:27]([O:28][c:29]2[cH:30][cH:31][c:32]([C:35]#[N:36])[n:33][cH:34]2)[cH:37][cH:38]1.[O:39]1[CH2:40][CH2:41][CH2:42][CH2:43]1.[OH2:44]>>[c:2]1([C:35]([c:32]2[cH:31][cH:30][c:29]([O:28][c:27]3[cH:26][cH:25][c:24]([Cl:23])[cH:38][cH:37]3)[cH:34][n:33]2)=[O:39])[cH:3][c:4]([O:10][CH3:11])[c:5]([O:8][CH3:9])[cH:6][cH:7]1. The product is COc1ccc(C(=O)c2ccc(Oc3ccc(Cl)cc3)cn2)cc1OC. The reactants are COc1ccc(Br)cc1OC, [Li]CCCC, CCCCCC, CO, N#Cc1ccc(Oc2ccc(Cl)cc2)cn1, C1CCOC1, O. Reactants: BrC1=C(C=CC(=C1)O)/C=C/C(=O)OCC (ethyl (2E)-3-(2-bromo-4-hydroxyphenyl)prop-2-enoate), ethyl acetate petroleum ether, C([O-])([O-])=O.[K+].[K+] (potassium carbonate), C1=CC=C(C=C1)CBr (BnBr). The solvent is CC#N (CH3CN). Yields the product C(C1=CC=CC=C1)OC1=CC(=C(C=C1)/C=C/C(=O)OCC)Br (Ethyl (2E)-3-[4-(benzyloxy)-2-bromophenyl]prop-2-enoate). As a reaction SMILES: [Br:1][C:2]1[CH:7]=[C:6]([OH:8])[CH:5]=[CH:4][C:3]=1/[CH:9]=[CH:10]/[C:11]([O:13][CH2:14][CH3:15])=[O:12].C(=O)([O-])[O-].[K+].[K+].[CH:22]1[CH:27]=[CH:26][C:25]([CH2:28]Br)=[CH:24][CH:23]=1>CC#N>[CH2:28]([O:8][C:6]1[CH:5]=[CH:4][C:3](/[CH:9]=[CH:10]/[C:11]([O:13][CH2:14][CH3:15])=[O:12])=[C:2]([Br:1])[CH:7]=1)[C:25]1[CH:26]=[CH:27][CH:22]=[CH:23][CH:24]=1 |f:1.2.3|. Procedure details: Into a 100-mL round-bottom flask, was placed ethyl (2E)-3-(2-bromo-4-hydroxyphenyl)prop-2-enoate (1.0 g, 3.69 mmol, 1.00 equiv), CH3CN (20 mL), potassium carbonate (1.027 g, 7.43 mmol, 2.01 equiv). This was followed by the addition of BnBr (660 mg, 3.86 mmol, 1.05 equiv) dropwise with stirring. The resulting solution was stirred overnight at 15° C. The reaction progress was monitored by TLC (ethyl acetate/petroleum ether=1:2). The solids were removed by filtration. The resulting mixture was conc...